This data is from the Open Reaction Database (ORD), a public repository of structured organic reaction records. The task is: describe an organic reaction: reactants, conditions, products, and yield Reactants: [Br-], [Br-], COc1ccccc1COCCCOc1ccc(C2CCN(C(=O)OC(C)(C)C)CC2OCc2ccc3c(c2)N(CCNS(N)(=O)=O)CCC3)cc1, ClCCCl, [Zn+2]. The product is COc1ccccc1COCCCOc1ccc(C2CCNCC2OCc2ccc3c(c2)N(CCNS(N)(=O)=O)CCC3)cc1. As a reaction SMILES: [Br-:57].[Br-:59].[C:1]([O:2][C:3](=[O:4])[N:8]1[CH2:9][CH:10]([O:34][CH2:35][c:36]2[cH:37][cH:38][c:39]3[c:44]([cH:45]2)[N:43]([CH2:46][CH2:47][NH:48][S:49]([NH2:50])(=[O:51])=[O:52])[CH2:42][CH2:41][CH2:40]3)[CH:11]([c:14]2[cH:15][cH:16][c:17]([O:20][CH2:21][CH2:22][CH2:23][O:24][CH2:25][c:26]3[c:27]([O:32][CH3:33])[cH:28][cH:29][cH:30][cH:31]3)[cH:18][cH:19]2)[CH2:12][CH2:13]1)([CH3:5])([CH3:6])[CH3:7].[Cl:53][CH2:54][CH2:55][Cl:56].[Zn+2:58]>>[NH:8]1[CH2:9][CH:10]([O:34][CH2:35][c:36]2[cH:37][cH:38][c:39]3[c:44]([cH:45]2)[N:43]([CH2:46][CH2:47][NH:48][S:49]([NH2:50])(=[O:51])=[O:52])[CH2:42][CH2:41][CH2:40]3)[CH:11]([c:14]2[cH:15][cH:16][c:17]([O:20][CH2:21][CH2:22][CH2:23][O:24][CH2:25][c:26]3[c:27]([O:32][CH3:33])[cH:28][cH:29][cH:30][cH:31]3)[cH:18][cH:19]2)[CH2:12][CH2:13]1. Starting materials: solution, BrC(C(CC(=O)OCC)(C)C)CC(Cl)(Cl)Cl (ethyl 4-bromo-6,6,6-trichloro-3,3-dimethylhexanoate), [Na] (sodium), ice water. The solvent is O1CCCC1 (tetrahydrofuran), O1CCCC1 (tetrahydrofuran). Run at time 16 hour. The product is ClC(C=CC(CC(=O)OCC)(C)C)(Cl)Cl (ethyl 6,6,6-trichloro-3,3-dimethyl-4-hexenoate). The yield is 82.0%. As a reaction SMILES: Br[CH:2]([CH2:12][C:13]([Cl:16])([Cl:15])[Cl:14])[C:3]([CH3:11])([CH3:10])[CH2:4][C:5]([O:7][CH2:8][CH3:9])=[O:6].[Na]>O1CCCC1>[Cl:14][C:13]([Cl:15])([Cl:16])[CH:12]=[CH:2][C:3]([CH3:10])([CH3:11])[CH2:4][C:5]([O:7][CH2:8][CH3:9])=[O:6] |^1:16|. Procedure: Two milliliters of a solution of anhydrous tetrahydrofuran containing 709 mg (2 mmoles) of ethyl 4-bromo-6,6,6-trichloro-3,3-dimethylhexanoate was added dropwise to a suspension of 163 mg (2.4 mmoles) of sodium ethoxiae in 20 ml of anhydrous tetrahydrofuran. The mixture was stirred at room temperature for about 16 hours, poured into ice water and extracted with diethyl ether. The extract was dried over magnesium sulfate and then distilled to give 448 mg (82% yield) of ethyl 6,6,6-trichloro-3,3-d... Reactants: CC(=O)O, COc1cccc(C)c1OC, ClCCOCCCl, O. Product: COc1ccc(Cl)c(C)c1OC. As a reaction SMILES: [CH3:19][C:20](=[O:21])[OH:22].[CH3:1][c:2]1[c:3]([O:10][CH3:11])[c:4]([O:8][CH3:9])[cH:5][cH:6][cH:7]1.[Cl:12][CH2:13][CH2:14][O:15][CH2:16][CH2:17][Cl:18].[OH2:23]>>[CH3:1][c:2]1[c:3]([O:10][CH3:11])[c:4]([O:8][CH3:9])[cH:5][cH:6][c:7]1[Cl:12].